Dataset: the Open Reaction Database (ORD), a public repository of structured organic reaction records. Task: describe an organic reaction: reactants, conditions, products, and yield The reactants are BrC=1C=C2CNCC2=CC1 (5-bromo-2,3-dihydro-1H-isoindole), C(C)(C)C=1C(=CC(=C(C(=O)O)C1)OC)OC (5-isopropyl-2,4-dimethoxybenzoic acid), C=1C=CC2=C(C1)N=NN2O (HOBt), C(CCl)Cl (EDC). Run in CN(C)C=O (DMF). Run at time 8 hour. Yields the product BrC=1C=C2CN(CC2=CC1)C(=O)C1=C(C=C(C(=C1)C(C)C)OC)OC ((5-bromo-1,3-dihydro-isoindol-2-yl)-(5-isopropyl-2,4-dimethoxyphenyl)-methanone). Yield: 74.6%. RXN SMILES: [CH:1]([C:4]1[C:5]([O:15][CH3:16])=[CH:6][C:7]([O:13][CH3:14])=[C:8]([CH:12]=1)[C:9]([OH:11])=O)([CH3:3])[CH3:2].C1C=CC2N(O)N=NC=2C=1.C(Cl)CCl.[Br:31][C:32]1[CH:33]=[C:34]2[C:38](=[CH:39][CH:40]=1)[CH2:37][NH:36][CH2:35]2>CN(C=O)C>[Br:31][C:32]1[CH:33]=[C:34]2[C:38](=[CH:39][CH:40]=1)[CH2:37][N:36]([C:9]([C:8]1[CH:12]=[C:4]([CH:1]([CH3:2])[CH3:3])[C:5]([O:15][CH3:16])=[CH:6][C:7]=1[O:13][CH3:14])=[O:11])[CH2:35]2. Reported procedure: To a mixture of 5-isopropyl-2,4-dimethoxybenzoic acid (2.45 g, 10.9 mmol), HOBt (1.61 g, 11.9 mmol) and EDC (1.85 g, 11.9 mmol) in anhydrous DMF (33 ml) under N2 was added 5-bromo-2,3-dihydro-1H-isoindole (1.97 g, 9.95 mmol) and stirred at room temperature overnight. The reaction was quenched by diluting with NaOH (1M, aq.) and extracting the product with EtOAc (×2). The combined organic layers were washed with brine and dried over MgSO4. The product was filtered and evaporated to dryness to lea... The reactants are CN(C)C=O, O=[N+]([O-])c1cnc2cccnc2c1O, O=P(Cl)(Cl)Cl. Yields the product O=[N+]([O-])c1cnc2cccnc2c1Cl. Reaction SMILES: [CH3:20][N:21]([CH3:22])[CH:23]=[O:24].[N+:1](=[O:2])([O-:3])[c:4]1[cH:5][n:6][c:7]2[cH:8][cH:9][cH:10][n:11][c:12]2[c:13]1[OH:14].[P:15]([Cl:16])([Cl:17])([Cl:18])=[O:19]>>[N+:1](=[O:2])([O-:3])[c:4]1[cH:5][n:6][c:7]2[cH:8][cH:9][cH:10][n:11][c:12]2[c:13]1[Cl:17]. Reactants: CSc1nc(Cc2cccc(C)c2)[nH]c(=O)c1C#N, CC#N, OCC1CCCN1. Yields the product Cc1cccc(Cc2nc(N3CCCC3CO)c(C#N)c(=O)[nH]2)c1. As a reaction SMILES: [CH3:1][c:2]1[cH:3][c:4]([CH2:5][c:6]2[nH:7][c:8](=[O:16])[c:9]([C:14]#[N:15])[c:10]([S:12][CH3:13])[n:11]2)[cH:17][cH:18][cH:19]1.[CH3:27][C:28]#[N:29].[NH:20]1[CH:21]([CH2:25][OH:26])[CH2:22][CH2:23][CH2:24]1>>[CH3:1][c:2]1[cH:3][c:4]([CH2:5][c:6]2[nH:7][c:8](=[O:16])[c:9]([C:14]#[N:15])[c:10]([N:20]3[CH:21]([CH2:25][OH:26])[CH2:22][CH2:23][CH2:24]3)[n:11]2)[cH:17][cH:18][cH:19]1. Reactants: C(C1=CC=C(C(=O)[O-])C=C1)(=O)OC (Monomethyl terephthalate), S(=O)(Cl)Cl (thionylchloride), S(=O)(Cl)Cl (thionylchloride). The solvent is O (water). Yields the product C(=O)(OC)C1=CC=C(C(=O)Cl)C=C1 (4-CARBOMETHOXYBENZOYLCHLORIDE). Reaction SMILES: [C:1]([O:12][CH3:13])(=[O:11])[C:2]1[CH:10]=[CH:9][C:5]([C:6]([O-])=[O:7])=[CH:4][CH:3]=1.S(Cl)([Cl:16])=O>O>[C:1]([C:2]1[CH:10]=[CH:9][C:5]([C:6]([Cl:16])=[O:7])=[CH:4][CH:3]=1)([O:12][CH3:13])=[O:11]. Procedure: Monomethyl terephthalate (10.2 g, 0.057 mol) and thionylchloride (50 ml) were mixed in a 100 ml three-necked flask and stirred under gentle reflux overnight. The cooling water was shut off and excess thionylchloride swept away in a stream of nitrogen. By raising the temperature, the product then was distilled and collected as white crystals of high purity.